This data is from the Open Reaction Database (ORD), a public repository of structured organic reaction records. The task is: describe an organic reaction: reactants, conditions, products, and yield The reactants are CC(Cc1ccccc1)N=Cc1ccc(I)cc1, [Na+], [OH-], O, O=S(=O)(O)C(F)(F)F. Product: CC1Cc2ccccc2C(c2ccc(I)cc2)N1. As a reaction SMILES: [I:1][c:2]1[cH:3][cH:4][c:5]([CH:6]=[N:7][CH:8]([CH2:9][c:10]2[cH:11][cH:12][cH:13][cH:14][cH:15]2)[CH3:16])[cH:17][cH:18]1.[Na+:28].[OH-:27].[OH2:29].[OH:19][S:20]([C:21]([F:22])([F:23])[F:24])(=[O:25])=[O:26]>>[I:1][c:2]1[cH:3][cH:4][c:5]([CH:6]2[NH:7][CH:8]([CH3:16])[CH2:9][c:10]3[c:11]2[cH:12][cH:13][cH:14][cH:15]3)[cH:17][cH:18]1.